Dataset: the Open Reaction Database (ORD), a public repository of structured organic reaction records. Task: describe an organic reaction: reactants, conditions, products, and yield The reactants are CCOC1=NS(=O)(=O)N=C1OCC, CCCCCCNCCCCCC, CCO. Yields the product CCCCCCN(CCCCCC)C1=NS(=O)(=O)N=C1OCC. Reaction SMILES: [CH2:14]([CH3:15])[O:16][C:17]1=[N:18][S:19](=[O:25])(=[O:26])[N:20]=[C:21]1[O:22][CH2:23][CH3:24].[CH2:1]([CH2:2][CH2:3][CH2:4][CH2:5][CH3:6])[NH:7][CH2:8][CH2:9][CH2:10][CH2:11][CH2:12][CH3:13].[CH3:27][CH2:28][OH:29]>>[CH2:1]([CH2:2][CH2:3][CH2:4][CH2:5][CH3:6])[N:7]([CH2:8][CH2:9][CH2:10][CH2:11][CH2:12][CH3:13])[C:21]1=[N:20][S:19](=[O:25])(=[O:26])[N:18]=[C:17]1[O:16][CH2:14][CH3:15]. Reported procedure: A suspension of cytidine (9.72 g, 40.0 mmol) in pyridine (200 ml) was added to trimethylchlorosilane (25.6 ml, 200 mmol). After 15 minutes of stirring, benzoyl chloride (23.2 ml, 200 mmol) was added, and the reaction was allowed to proceed at room temperature for 2 hours. The reaction mixture was then cooled on an ice bath, and water (40 ml) was added. Five minutes later, 28% aqueous ammonia (40 ml) was added, and the mixture was stirred at room temperature for 15 minutes. Then, the solvent was ... Isolated yield 89.0%. RXN SMILES: [C:1]([NH:9][C:10]1[CH:24]=[CH:23][N:13]([C@@H:14]2[O:22][C@H:19]([CH2:20]O)[C@@H:17]([OH:18])[C@H:15]2[OH:16])[C:12](=[O:25])[N:11]=1)(=[O:8])[C:2]1[CH:7]=[CH:6][CH:5]=[CH:4][CH:3]=1.C1(P(C2C=CC=CC=2)C2C=CC=CC=2)C=CC=CC=1.[N-:45]=[N+:46]=[N-:47].[Li+].C(Br)(Br)(Br)Br>CC(N(C)C)=O.C(OCC)(=O)C>[N:45]([CH2:20][C@H:19]1[O:22][C@@H:14]([N:13]2[CH:23]=[CH:24][C:10]([NH:9][C:1](=[O:8])[C:2]3[CH:7]=[CH:6][CH:5]=[CH:4][CH:3]=3)=[N:11][C:12]2=[O:25])[C@H:15]([OH:16])[C@@H:17]1[OH:18])=[N+:46]=[N-:47] |f:2.3|. Yields the product N(=[N+]=[N-])C[C@@H]1[C@H]([C@H]([C@@H](O1)N1C(=O)N=C(NC(C2=CC=CC=C2)=O)C=C1)O)O (5′-azido-5′-deoxy-N-benzoylcytidine). The reactants are C(C1=CC=CC=C1)(=O)NC1=NC(N([C@H]2[C@H](O)[C@H](O)[C@@H](CO)O2)C=C1)=O (N4-benzoylcytidine), C(Br)(Br)(Br)Br (carbon tetrabromide), C1(=CC=CC=C1)P(C1=CC=CC=C1)C1=CC=CC=C1 (triphenylphosphine), [N-]=[N+]=[N-].[Li+] (lithium azide). The solvent is CC(=O)N(C)C (DMA), C(C)(=O)OCC (ethyl acetate). Run at time 3 hour. Reactants: CN(C)CC1=CNC2=C1C=CC=C2 (gramine), C1(=CC=CC=C1)CCC=1CCNCC1 (4-(2-phenylethyl)-1,2,3,6-tetrahydropyridine). The solvent is C1(=CC=CC=C1)C (toluene). The product is C1(=CC=CC=C1)CCC=1CCN(CC1)CC1=CNC2=CC=CC=C12 (3-(4-[2-Phenylethyl]1,2,3,6-tetrahydropyridin-1-yl)methylindole). Yield: 25.0%. As a reaction SMILES: [C:1]1([CH2:7][CH2:8][C:9]2[CH2:10][CH2:11][NH:12][CH2:13][CH:14]=2)[CH:6]=[CH:5][CH:4]=[CH:3][CH:2]=1.CN([CH2:18][C:19]1[C:23]2[CH:24]=[CH:25][CH:26]=[CH:27][C:22]=2[NH:21][CH:20]=1)C>C1(C)C=CC=CC=1>[C:1]1([CH2:7][CH2:8][C:9]2[CH2:14][CH2:13][N:12]([CH2:18][C:19]3[C:23]4[C:22](=[CH:27][CH:26]=[CH:25][CH:24]=4)[NH:21][CH:20]=3)[CH2:11][CH:10]=2)[CH:6]=[CH:5][CH:4]=[CH:3][CH:2]=1. Procedure: To a solution of 4-(2-phenylethyl)-1,2,3,6-tetrahydropyridine (prepared by the method of Oediger and Joop, Leibigs. Ann. Chem., 972, 764, 21) (400 mg, 2.2 mmol) in dry toluene (10ml) was added gramine (370 mg, 2.1 mmol) and the reaction heated at reflux overnight. The solvent was evaporated and the residue chromatographed on silica gel eluting with 2% Et3N/EtOAc to give a solid which was recrystallised twice from toluene to yield the title compound as a white solid (160 mg, 25%), m.p. 138-140° C... Starting materials: N1C(NC2=C1C=1C=CC=NC1C=C2)=O (quinolino[5,6-d]imidazolinone), [H-].[Na+] (sodium hydride), BrCC (bromoethane). Yields the product C(C)N1C(NC2=C1C=CC=1N=CC=CC12)=O (3-Ethyl-quinolino[5,6-d]imidazolinone). As a reaction SMILES: [NH:1]1[C:5]2[C:6]3[CH:7]=[CH:8][CH:9]=[N:10][C:11]=3[CH:12]=[CH:13][C:4]=2[NH:3][C:2]1=[O:14].[H-].[Na+].Br[CH2:18][CH3:19]>>[CH2:18]([N:3]1[C:4]2[CH:13]=[CH:12][C:11]3[N:10]=[CH:9][CH:8]=[CH:7][C:6]=3[C:5]=2[NH:1][C:2]1=[O:14])[CH3:19] |f:1.2|. Procedure details: 3-Ethyl-quinolino[5,6-d]imidazolinone (1f) was prepared analogously by treatment of quinolino[5,6-d]imidazolinone with sodium hydride (1.1 eq.) and bromoethane (1.1 eq.), successively. Yield after column-chromatographic workup: 12%. Mp. 258-259° C. Reactants: FC(S(=O)(=O)OC=1C([C@@H]2CC[C@]3([C@@]4(CC[C@@]5([C@@H]([C@H]4CCC3[C@]2(CC1)C)[C@@H](CC5)C(=C)C)C(NCCN(C)C)=O)C)C)(C)C)(F)F ((1R,3aS,5aR,5bR,7aR,11aR,13aR,13bR)-3a-(2-(dimethylamino)ethylcarbamoyl)-5a,5b,8,8,11a-pentamethyl-1-(prop-1-en-2-yl)-2,3,3a,4,5,5a,5b,6,7,7a,8,11,11a,11b,12,13,13a,13b-octadecahydro-1H-cyclopenta[a]chrysen-9-yl trifluoromethanesulfonate), COC(=O)C1=CC=C(S1)B(O)O (5-(methoxycarbonyl)thiophen-2-ylboronic acid), C([O-])([O-])=O.[Na+].[Na+] (sodium carbonate). Reagents/catalysts: C=1C=CC(=CC1)[P](C=2C=CC=CC2)(C=3C=CC=CC3)[Pd]([P](C=4C=CC=CC4)(C=5C=CC=CC5)C=6C=CC=CC6)([P](C=7C=CC=CC7)(C=8C=CC=CC8)C=9C=CC=CC9)[P](C=1C=CC=CC1)(C=1C=CC=CC1)C=1C=CC=CC1 (tetrakis(triphenylphosphine)palladium(0)). Solvent: O (water), COCCOC (DME). Run at temperature 90 celsius. The product is CN(CCNC(=O)[C@]12[C@@H]([C@H]3CC[C@@H]4[C@]5(CC=C(C([C@@H]5CC[C@]4([C@@]3(CC1)C)C)(C)C)C1=CC=C(S1)C(=O)OC)C)[C@@H](CC2)C(=C)C)C (methyl 5-((1R,3aS,5aR,5bR,7aR,11aS,11bR,13aR,13bR)-3a-(2-(dimethylamino)ethylcarbamoyl)-5a,5b,8,8,11a-pentamethyl-1-(prop-1-en-2-yl)-2,3,3a,4,5,5a,5b,6,7,7a,8,11,11a,11b,12,13,13a,13b-octadecahydro-1H-cyclopenta[a]chrysen-9-yl)thiophene-2-carboxylate). Isolated yield 60.8%. As a reaction SMILES: FC(F)(F)S(O[C:7]1[C:8]([CH3:43])([CH3:42])[C@H:9]2[C@:22]([CH3:25])([CH2:23][CH:24]=1)[CH:21]1[C@:12]([CH3:41])([C@@:13]3([CH3:40])[C@H:18]([CH2:19][CH2:20]1)[C@H:17]1[C@H:26]([C:29]([CH3:31])=[CH2:30])[CH2:27][CH2:28][C@:16]1([C:32](=[O:39])[NH:33][CH2:34][CH2:35][N:36]([CH3:38])[CH3:37])[CH2:15][CH2:14]3)[CH2:11][CH2:10]2)(=O)=O.[CH3:46][O:47][C:48]([C:50]1[S:54][C:53](B(O)O)=[CH:52][CH:51]=1)=[O:49].C(=O)([O-])[O-].[Na+].[Na+]>O.COCCOC.C1C=CC([P]([Pd]([P](C2C=CC=CC=2)(C2C=CC=CC=2)C2C=CC=CC=2)([P](C2C=CC=CC=2)(C2C=CC=CC=2)C2C=CC=CC=2)[P](C2C=CC=CC=2)(C2C=CC=CC=2)C2C=CC=CC=2)(C2C=CC=CC=2)C2C=CC=CC=2)=CC=1>[CH3:38][N:36]([CH3:37])[CH2:35][CH2:34][NH:33][C:32]([C@:16]12[CH2:28][CH2:27][C@@H:26]([C:29]([CH3:31])=[CH2:30])[C@@H:17]1[C@@H:18]1[C@@:13]([CH3:40])([CH2:14][CH2:15]2)[C@@:12]2([CH3:41])[C@@H:21]([C@:22]3([CH3:25])[C@@H:9]([CH2:10][CH2:11]2)[C:8]([CH3:42])([CH3:43])[C:7]([C:53]2[S:54][C:50]([C:48]([O:47][CH3:46])=[O:49])=[CH:51][CH:52]=2)=[CH:24][CH2:23]3)[CH2:20][CH2:19]1)=[O:39] |f:2.3.4,^1:74,76,95,114|. Procedure details: A mixture of (1R,3aS,5aR,5bR,7aR,11aR,13aR,13bR)-3a-(2-(dimethylamino)ethylcarbamoyl)-5a,5b,8,8,11a-pentamethyl-1-(prop-1-en-2-yl)-2,3,3a,4,5,5a,5b,6,7,7a,8,11,11a,11b,12,13,13a,13b-octadecahydro-1H-cyclopenta[a]chrysen-9-yl trifluoromethanesulfonate (100 mg, 0.152 mmol), 5-(methoxycarbonyl)thiophen-2-ylboronic acid (36 mg, 0.228 mmol), tetrakis(triphenylphosphine)palladium(0) (5.2 mg, 0.0045 mmol) and sodium carbonate (48 mg, 0.456 mmol) in water (1 mL) and DME (1 mL) was heated up at 90° C. fo... Reactants: CC(C)CCC[C@@H](C)CCC[C@@H](C)CCC\C(\C)=C\CO (phytol), CN(C=O)C (dimethyl formamide), C(CCCCCCC)(=O)Cl (caprylic acid chloride). Solvent: C1(=CC=CC=C1)C (toluene), C1(=CC=CC=C1)C (toluene). The product is C(\C=C(/C)\CCC[C@H](C)CCC[C@H](C)CCCC(C)C)OC(CCCCCCC)=O (Caprylic Acid Phytyl Ester). RXN SMILES: [CH3:1][CH:2]([CH2:4][CH2:5][CH2:6][C@H:7]([CH2:9][CH2:10][CH2:11][C@H:12]([CH2:14][CH2:15][CH2:16]/[C:17](=[CH:19]/[CH2:20][OH:21])/[CH3:18])[CH3:13])[CH3:8])[CH3:3].CN(C)C=O.[C:27](Cl)(=[O:35])[CH2:28][CH2:29][CH2:30][CH2:31][CH2:32][CH2:33][CH3:34]>C1(C)C=CC=CC=1>[CH2:20]([O:21][C:27](=[O:35])[CH2:28][CH2:29][CH2:30][CH2:31][CH2:32][CH2:33][CH3:34])/[CH:19]=[C:17](/[CH2:16][CH2:15][CH2:14][C@@H:12]([CH2:11][CH2:10][CH2:9][C@@H:7]([CH2:6][CH2:5][CH2:4][CH:2]([CH3:1])[CH3:3])[CH3:8])[CH3:13])\[CH3:18]. Reported procedure: To a solution of 3 g phytol (3,7,11,15-Tetramethyl-2-hexadecen-1-ol), 1,5 g dimethyl formamide in 50 ml toluene is being added dropwise during one half hour a solution consisting of 2 g caprylic acid chloride (excess) in 25 ml toluene at 20° C. Starting materials: ClC=1C=C(C=CC1Cl)O (3,4-dichlorophenol), C([O-])([O-])=O.[K+].[K+] (potassium carbonate), ClC(C(=O)OCC)C(=O)C (ethyl 2-chloroacetoacetate). The solvent is CC(=O)C (acetone). Yields the product ClC=1C=C(OC(C(=O)OCC)C(C)=O)C=CC1Cl (ethyl 2-(3,4-dichlorophenoxy)-3-ketobutanate). Isolated yield 67.8%. As a reaction SMILES: [Cl:1][C:2]1[CH:3]=[C:4]([OH:9])[CH:5]=[CH:6][C:7]=1[Cl:8].C(=O)([O-])[O-].[K+].[K+].Cl[CH:17]([C:23]([CH3:25])=[O:24])[C:18]([O:20][CH2:21][CH3:22])=[O:19]>CC(C)=O>[Cl:1][C:2]1[CH:3]=[C:4]([CH:5]=[CH:6][C:7]=1[Cl:8])[O:9][CH:17]([C:23](=[O:24])[CH3:25])[C:18]([O:20][CH2:21][CH3:22])=[O:19] |f:1.2.3|. Procedure details: 13.0 g (80 mmol) of 3,4-dichlorophenol and 12.2 g (88 mmol) of potassium carbonate were refluxed for 30 minutes in 400 ml of acetone. 15.8 g (96 mmol) of ethyl 2-chloroacetoacetate were subsequently added dropwise, the mixture was refluxed for 8 hours and evaporated in vacuo, and water was added to the residue. The aqueous phase was extracted three times with ethyl acetate, and the combined organic phases were dried over magnesium sulfate and evaporated. Column chromatography of the residue gave...